From a dataset of the Open Reaction Database (ORD), a public repository of structured organic reaction records. describe an organic reaction: reactants, conditions, products, and yield The reactants are CCOCC, CCOCC, [Mg+2], N#CBr, O=C([O-])[O-], O, O, CCCNC(CCC)c1ccccc1. Yields the product CCCC(c1ccccc1)N(C#N)CCC. RXN SMILES: [CH2:7]([O:8][CH2:9][CH3:10])[CH3:11].[CH3:29][CH2:30][O:31][CH2:32][CH3:33].[Mg+2:1].[N:12]#[C:13][Br:14].[O-:2][C:3](=[O:4])[O-:5].[OH2:34].[OH2:6].[c:15]1([CH:21]([CH2:22][CH2:23][CH3:24])[NH:25][CH2:26][CH2:27][CH3:28])[cH:16][cH:17][cH:18][cH:19][cH:20]1>>[N:12]#[C:13][N:25]([CH:21]([c:15]1[cH:16][cH:17][cH:18][cH:19][cH:20]1)[CH2:22][CH2:23][CH3:24])[CH2:26][CH2:27][CH3:28].